From a dataset of the Open Reaction Database (ORD), a public repository of structured organic reaction records. describe an organic reaction: reactants, conditions, products, and yield Reactants: C(C)N(CC)S(F)(F)F (Diethylaminosulfur trifluoride), ice, ClC1=NC(=CC=C1C1(CCC1)O)C (1-(2-chloro-6-methylpyridin-3-yl)cyclobutanol). The solvent is ClCCl (dichloromethane). Reaction conditions: temperature 0 celsius, time 30 minute. Yields the product ClC1=NC(=CC=C1C1(CCC1)F)C (2-Chloro-3-(1-fluorocyclobutyl)-6-methylpyridine). The yield is 93.0%. RXN SMILES: C(N(S(F)(F)[F:7])CC)C.[Cl:10][C:11]1[C:16]([C:17]2(O)[CH2:20][CH2:19][CH2:18]2)=[CH:15][CH:14]=[C:13]([CH3:22])[N:12]=1>ClCCl>[Cl:10][C:11]1[C:16]([C:17]2([F:7])[CH2:20][CH2:19][CH2:18]2)=[CH:15][CH:14]=[C:13]([CH3:22])[N:12]=1. Procedure: Diethylaminosulfur trifluoride (1.22 g, 1.00 mL, 7.57 mmol) was added to an ice cold solution of 1-(2-chloro-6-methylpyridin-3-yl)cyclobutanol (Example 130 a, 1 g, 5.06 mmol) in dichloromethane (10 mL) keeping the temperature below 5° C. The reaction mixture was stirred for 30 min. at 0° C., poured onto ice water/sat. aqueous Na2CO3 solution (35 mL) and extracted with dichloromethane (2×50 mL). The organic layers were combined, washed with ice water/brine (30 mL), dried over Na2SO4 and concentra...